This data is from the Open Reaction Database (ORD), a public repository of structured organic reaction records. The task is: describe an organic reaction: reactants, conditions, products, and yield Reactants: OC1CCOCC1 (4-hydroxy tetrahydropyran), ClC1=C(C=NC2=CC=C(C=C12)I)C#N (4-chloro-6-iodo-quinoline-3-carbonitrile), [H-].[K+] (potassium hydride). The solvent is C1CCOC1 (THF). Yields the product IC=1C=C2C(=C(C=NC2=CC1)C#N)OC1CCOCC1 (6-iodo-4-(tetrahydro-pyran-4-yloxy)-quinoline-3-carbonitrile). RXN SMILES: [OH:1][CH:2]1[CH2:7][CH2:6][O:5][CH2:4][CH2:3]1.Cl[C:9]1[C:18]2[C:13](=[CH:14][CH:15]=[C:16]([I:19])[CH:17]=2)[N:12]=[CH:11][C:10]=1[C:20]#[N:21].[H-].[K+]>C1COCC1>[I:19][C:16]1[CH:17]=[C:18]2[C:13](=[CH:14][CH:15]=1)[N:12]=[CH:11][C:10]([C:20]#[N:21])=[C:9]2[O:1][CH:2]1[CH2:7][CH2:6][O:5][CH2:4][CH2:3]1 |f:2.3|. Reported procedure: Similar procedure as described in example 28a was used, starting from 4-hydroxy tetrahydropyran, 4-chloro-6-iodo-quinoline-3-carbonitrile (example 14c) and potassium hydride in a solvent system of THF to give 6-iodo-4-(tetrahydro-pyran-4-yloxy)-quinoline-3-carbonitrile. LC-MS m/e 381 (MH+). The reactants are CN (methylamine), ClC1=NC=2C=CC=CC2C2=C1N=CN2C (4-chloro-1-methyl-1H-imidazo[4,5-c]quinoline). Reported procedure: A mixture of 40% aqueous methylamine (25 ml) and 5.0 g (0.023 mole) of 4-chloro-1-methyl-1H-imidazo[4,5-c]quinoline (from Example 114) was placed in a metal pressure reactor and heated at 112° C. for about 16 hours. After cooling, the solid was separated by filtration, washed with water, dried and recrystallized from ethanol to provide N,1-dimethyl-1H-imidazo[4,5-c]quinolin-4-amine, m.p. 216°-218° C. Analysis: Calculated for C12H12N4 : %C, 67.9; %H, 5.7; %N, 26.4; Found: %C, 67.9; %H, 5.6; %N, 2... Run at temperature 112 celsius. Product: CNC1=NC=2C=CC=CC2C2=C1N=CN2C (N,1-dimethyl-1H-imidazo[4,5-c]quinolin-4-amine). RXN SMILES: [CH3:1][NH2:2].Cl[C:4]1[C:13]2[N:14]=[CH:15][N:16]([CH3:17])[C:12]=2[C:11]2[CH:10]=[CH:9][CH:8]=[CH:7][C:6]=2[N:5]=1>>[CH3:1][NH:2][C:4]1[C:13]2[N:14]=[CH:15][N:16]([CH3:17])[C:12]=2[C:11]2[CH:10]=[CH:9][CH:8]=[CH:7][C:6]=2[N:5]=1. The reactants are ClC=1C=C(C(=O)OO)C=CC1 (m-Chloroperoxybenzoic acid), ice, FC1=C(C=CC=C1)C=1C=NC(=NC1)N1C=C(C2=CC=C(C=C12)C(=O)OC)SC (Methyl 1-(5-(2-fluorophenyl)pyrimidin-2-yl)-3-(methylthio)-1H-indole-6-carboxylate). The solvent is ClCCl (dichloromethane), ClCCl (dichloromethane), ClCCl (dichloromethane). Run at time 2 hour. The product is FC1=C(C=CC=C1)C=1C=NC(=NC1)N1C=C(C2=CC=C(C=C12)C(=O)OC)S(=O)C (Methyl 1-(5-(2-fluorophenyl)pyrimidin-2-yl)-3-(methylsulfinyl)-1H-indole-6-carboxylate). RXN SMILES: ClC1C=C(C=CC=1)C(OO)=[O:6].[F:12][C:13]1[CH:18]=[CH:17][CH:16]=[CH:15][C:14]=1[C:19]1[CH:20]=[N:21][C:22]([N:25]2[C:33]3[C:28](=[CH:29][CH:30]=[C:31]([C:34]([O:36][CH3:37])=[O:35])[CH:32]=3)[C:27]([S:38][CH3:39])=[CH:26]2)=[N:23][CH:24]=1>ClCCl>[F:12][C:13]1[CH:18]=[CH:17][CH:16]=[CH:15][C:14]=1[C:19]1[CH:20]=[N:21][C:22]([N:25]2[C:33]3[C:28](=[CH:29][CH:30]=[C:31]([C:34]([O:36][CH3:37])=[O:35])[CH:32]=3)[C:27]([S:38]([CH3:39])=[O:6])=[CH:26]2)=[N:23][CH:24]=1. Procedure: m-Chloroperoxybenzoic acid (77%, 0.98 g, 4.38 mmol) in dichloromethane (5 mL) was added dropwise to an ice-cooled solution of 51c) (2.3 g, 5.85 mmol) in dichloromethane (25 mL). The resulting mixture was stirred at room temperature for 2 h, then diluted with dichloromethane (50 mL), and successively washed with saturated sodium hydrogen carbonate solution (2×50 mL) and brine (1×50 mL). The organic phase was dried over sodium sulfate and evaporated to obtain the crude product that was purified by... The reactants are C1=CC=C2NC=C3C2=C1[C@@H]1[C@H](NCCO1)C3 (trans-4,6,6a,8,9,10a-hexahydro-7H-indolo-[3,4 gh]-[1,4]-benzoxazine), butrylaldehyde. Reagents/catalysts: [Pd] (Pd). The solvent is C(C)O (ethanol). Product: C(CCC)N1CCO[C@H]2[C@H]1CC=1C3=C2C=CC=C3NC1 (trans-4,6,6a,8,9,10a-hexahydro-7-n-butyl-7H-indolo-[3,4 gh]-[1,4]-benzoxazine). The yield is 56.6%. RXN SMILES: [CH:1]1[C:9]2[C@H:10]3[O:15][CH2:14][CH2:13][NH:12][C@@H:11]3[CH2:16][C:7]3[C:8]=2[C:4]([NH:5][CH:6]=3)=[CH:3][CH:2]=1>[Pd].C(O)C>[CH2:9]([N:12]1[C@@H:11]2[CH2:16][C:7]3[C:8]4[C:4]([NH:5][CH:6]=3)=[CH:3][CH:2]=[CH:1][C:9]=4[C@H:10]2[O:15][CH2:14][CH2:13]1)[CH2:1][CH2:2][CH3:3]. Procedure details: A suspension of trans-4,6,6a,8,9,10a-hexahydro-7H-indolo-[3,4 gh]-[1,4]-benzoxazine (700 mg; 0.0032 m), Pd/c (10%, 700 mg) and butrylaldehyde (500 mg, 0.006 m) in abs. ethanol (75 ml) is hydrogenated at room temperature for 8 hours. The catalyst is filtered, and the solvent is removed under reduced pressure (20 mm). The resulting oil is chromatographed (silica, chloroform, saturated with aqueous ammonia). The solid is recrystallized from hexane to yield 250 mg of trans-4,6,6a,8,9,10a-hexahydro-7... Starting materials: C=1C=CC2=C(C1)N=NN2O (HOBt), C(CCl)Cl (EDC), 345(b), ClC1=C(C(=O)O)C=C(C(=C1)F)S(=O)(=O)NCC=1C(=C2C(=NC1CC)N(N=C2)CC)NC2CCOCC2 (2-chloro-5-[({[1,6-diethyl-4-(tetrahydro-2H-pyran-4-ylamino)-1H-pyrazolo[3,4-b]pyridin-5-yl]methyl}amino)sulfonyl]-4-fluorobenzoic acid), NCC=1C=CC(=C(C1)C1=CC(=CC=C1)CN1C[C@@H](N(CC1)C(=O)OC(C)(C)C)C)F (1,1-dimethylethyl (2S)-4-{[5′-(aminomethyl)-2′-fluoro-3-biphenylyl]methyl}-2-methyl-1-piperazinecarboxylate), resultant solution. Solvent: C(Cl)Cl (DCM). Product: ClC1=C(C=C(C(=C1)F)S(=O)(=O)NCC=1C(=C2C(=NC1CC)N(N=C2)CC)NC2CCOCC2)C(=O)NCC=2C=CC(=C(C2)C2=CC(=CC=C2)CN2C[C@@H](N(CC2)C(=O)OC(C)(C)C)C)F (1,1-dimethylethyl (2S)-4-[(5′-{[({2-chloro-5-[({[1,6-diethyl-4-(tetrahydro-2H-pyran-4-ylamino)-1H-pyrazolo[3,4-b]pyridin-5-yl]methyl}amino)sulfonyl]-4-fluorophenyl}carbonyl)amino]methyl}-2′-fluoro-3-biphenylyl)methyl]-2-methyl-1-piperazinecarboxylate). RXN SMILES: [Cl:1][C:2]1[CH:10]=[C:9]([F:11])[C:8]([S:12]([NH:15][CH2:16][C:17]2[C:18]([NH:30][CH:31]3[CH2:36][CH2:35][O:34][CH2:33][CH2:32]3)=[C:19]3[CH:27]=[N:26][N:25]([CH2:28][CH3:29])[C:20]3=[N:21][C:22]=2[CH2:23][CH3:24])(=[O:14])=[O:13])=[CH:7][C:3]=1[C:4](O)=[O:5].[NH2:37][CH2:38][C:39]1[CH:40]=[CH:41][C:42]([F:66])=[C:43]([C:45]2[CH:50]=[CH:49][CH:48]=[C:47]([CH2:51][N:52]3[CH2:57][CH2:56][N:55]([C:58]([O:60][C:61]([CH3:64])([CH3:63])[CH3:62])=[O:59])[C@@H:54]([CH3:65])[CH2:53]3)[CH:46]=2)[CH:44]=1.C1C=CC2N(O)N=NC=2C=1.C(Cl)CCl>C(Cl)Cl>[Cl:1][C:2]1[CH:10]=[C:9]([F:11])[C:8]([S:12]([NH:15][CH2:16][C:17]2[C:18]([NH:30][CH:31]3[CH2:32][CH2:33][O:34][CH2:35][CH2:36]3)=[C:19]3[CH:27]=[N:26][N:25]([CH2:28][CH3:29])[C:20]3=[N:21][C:22]=2[CH2:23][CH3:24])(=[O:13])=[O:14])=[CH:7][C:3]=1[C:4]([NH:37][CH2:38][C:39]1[CH:40]=[CH:41][C:42]([F:66])=[C:43]([C:45]2[CH:50]=[CH:49][CH:48]=[C:47]([CH2:51][N:52]3[CH2:57][CH2:56][N:55]([C:58]([O:60][C:61]([CH3:62])([CH3:64])[CH3:63])=[O:59])[C@@H:54]([CH3:65])[CH2:53]3)[CH:46]=2)[CH:44]=1)=[O:5]. Reported procedure: 345(b) The 2-chloro-5-[({[1,6-diethyl-4-(tetrahydro-2H-pyran-4-ylamino)-1H-pyrazolo[3,4-b]pyridin-5-yl]methyl}amino)sulfonyl]-4-fluorobenzoic acid, was dissolved in 3 mL of DCM with 1,1-dimethylethyl (2S)-4-{[5′-(aminomethyl)-2′-fluoro-3-biphenylyl]methyl}-2-methyl-1-piperazinecarboxylate (41.3 mg, 0.1 mmol), and then added in HOBt (1.0 eq, 14.0 mg), and EDC (1.0 eq, 19.0 mg). The resultant solution was stirred overnight. The solution was then purified using a Gilson to give 1,1-dimethylethyl (2... As a reaction SMILES: [CH3:1][O:2][C:3]1[CH:4]=[C:5]2[C:9](=[CH:10][CH:11]=1)[NH:8][C:7]([CH3:12])=[C:6]2[CH:13]([C:20]([F:23])([F:22])[F:21])[CH2:14][C:15]([O:17][CH2:18][CH3:19])=[O:16].C[Si]([N-][Si](C)(C)C)(C)C.[K+].[Br:34][C:35]1[CH:42]=[CH:41][C:38]([CH2:39]Br)=[CH:37][CH:36]=1.Cl>C1COCC1>[Br:34][C:35]1[CH:42]=[CH:41][C:38]([CH2:39][N:8]2[C:9]3[C:5](=[CH:4][C:3]([O:2][CH3:1])=[CH:11][CH:10]=3)[C:6]([CH:13]([C:20]([F:23])([F:22])[F:21])[CH2:14][C:15]([O:17][CH2:18][CH3:19])=[O:16])=[C:7]2[CH3:12])=[CH:37][CH:36]=1 |f:1.2|. The reactants are COC=1C=C2C(=C(NC2=CC1)C)C(CC(=O)OCC)C(F)(F)F (Ethyl 3-(5-methoxy-2-methylindol-3-yl)-4,4,4-trifluorobutanoate), C[Si](C)(C)[N-][Si](C)(C)C.[K+] (KHMDS), Cl (HCl), BrC1=CC=C(CBr)C=C1 (p-bromobenzyl bromide). Reported procedure: To a -78° C. solution of the indole from Step 3 (3.1 g, 9.4 mmol) in 65 mL of THF was added KHMDS (0.6M toluene solution, 18.8 mL, 11.3 mmol) dropwise. The solution was warmed to 0° C., then cooled to -78° C. A solution of p-bromobenzyl bromide (3.0 g, 12.2 mmol) was then added, and the solution was allowed to warm to room temperature. The solution was then poured into 1M HCl and extracted with ether. The organic extracts were washed with brine, dried over MgSO4 and evaporated. The residue was p... Solvent: C1CCOC1 (THF). Conditions: temperature 0 celsius. Yield: 64.0%. Product: BrC1=CC=C(CN2C(=C(C3=CC(=CC=C23)OC)C(CC(=O)OCC)C(F)(F)F)C)C=C1 (Ethyl 3-[1-(p-bromobenzyl)-5-methoxy-2-methylindol-3-yl]-4,4,4-trifluorobutanoat). Procedure details: Starting from N-(trans-4-aminocyclohexyl)-7-[2-(cyclopropylmethoxy)-4-fluoro-5-methoxyphenyl]-2-methyl-1H-pyrrolo[3,2-b]pyridine-3-carboxamide hydrochloride (example D.f22) and commercially available 2-chloro-2-oxoethyl acetate the title compound is obtained as colorless solid. The product is C1(CC1)COC1=C(C=C(C(=C1)F)OC)C1=C2C(=NC=C1)C(=C(N2)C)C(=O)N[C@@H]2CC[C@H](CC2)NC(CO)=O (7-[2-(Cyclopropylmethoxy)-4-fluoro-5-methoxyphenyl]-N-{trans-4-[(hydroxyacetyl)amino]cyclohexyl}-2-methyl-1H-pyrrolo[3,2-b]pyridine-3-carboxamide). The reactants are Cl.N[C@@H]1CC[C@H](CC1)NC(=O)C1=C(NC=2C1=NC=CC2C2=C(C=C(C(=C2)OC)F)OCC2CC2)C (N-(trans-4-aminocyclohexyl)-7-[2-(cyclopropylmethoxy)-4-fluoro-5-methoxyphenyl]-2-methyl-1H-pyrrolo[3,2-b]pyridine-3-carboxamide hydrochloride), C(C)(=O)OCC(=O)Cl (2-chloro-2-oxoethyl acetate). RXN SMILES: Cl.[NH2:2][C@H:3]1[CH2:8][CH2:7][C@H:6]([NH:9][C:10]([C:12]2[C:16]3=[N:17][CH:18]=[CH:19][C:20]([C:21]4[CH:26]=[C:25]([O:27][CH3:28])[C:24]([F:29])=[CH:23][C:22]=4[O:30][CH2:31][CH:32]4[CH2:34][CH2:33]4)=[C:15]3[NH:14][C:13]=2[CH3:35])=[O:11])[CH2:5][CH2:4]1.C([O:39][CH2:40][C:41](Cl)=[O:42])(=O)C>>[CH:32]1([CH2:31][O:30][C:22]2[CH:23]=[C:24]([F:29])[C:25]([O:27][CH3:28])=[CH:26][C:21]=2[C:20]2[CH:19]=[CH:18][N:17]=[C:16]3[C:12]([C:10]([NH:9][C@H:6]4[CH2:7][CH2:8][C@H:3]([NH:2][C:40](=[O:39])[CH2:41][OH:42])[CH2:4][CH2:5]4)=[O:11])=[C:13]([CH3:35])[NH:14][C:15]=23)[CH2:33][CH2:34]1 |f:0.1|.